Dataset: the Open Reaction Database (ORD), a public repository of structured organic reaction records. Task: describe an organic reaction: reactants, conditions, products, and yield Starting materials: CCOCC (ether), C1(=CC=CC=C1)C1=NC=CC(C1)=C1C(C2=CC=CC=C2C1=O)=O (2-(2-phenyl-pyridin-4-ylidene)-indan-1,3-dione), O.NN (hydrazine hydrate). Run at temperature 130 celsius, time 5 hour. The product is C1(=CC=CC=C1)C1=NC=CC=C1CC1=NNC(C2=CC=CC=C12)=O (4-[(2-phenyl-pyridinyl)methyl]-1(2H)-phthalazinone). Yield: 86.0%. RXN SMILES: [C:1]1([C:7]2[CH2:12][C:11](=C3C(=O)C4C(=CC=CC=4)C3=O)[CH:10]=[CH:9][N:8]=2)[CH:6]=[CH:5][CH:4]=[CH:3][CH:2]=1.O.[NH2:25][NH2:26].CC[O:29][CH2:30][CH3:31]>>[C:1]1([C:7]2[C:12]([CH2:5][C:4]3[C:3]4[C:31](=[CH:12][CH:7]=[CH:1][CH:2]=4)[C:30](=[O:29])[NH:26][N:25]=3)=[CH:11][CH:10]=[CH:9][N:8]=2)[CH:2]=[CH:3][CH:4]=[CH:5][CH:6]=1 |f:1.2|. Procedure details: A mixture of 2-(2-phenyl-pyridin-4-ylidene)-indan-1,3-dione (3.1 g, 10.4 mmol) and hydrazine hydrate (9.7 mL) was stirred at 130° C. under argon for 5 h. The reaction mixture was cooled and filtered. The resultant tacky solid was dissolved in ethyl acetate (250 mL) and then washed with water (2×50 mL) and brine (1×50 mL). The organic layer was dried over MgSO4, filtered, and evaporated in vacuo. Trituration from ether afforded the title compound as a beige solid (2.82 g, 9.0 mmol, 86% yield). 1H... Starting materials: CCCCCC.C(CCC)[Li] (n-butyl lithium hexane), ClCCN(CC1=COC=C1)CC1=CC=CC=C1 (1-chloro-2-(benzyl-(3-furylmethyl)amino)ethane), [OH-].[Na+] (sodium hydroxide). The solvent is O1CCCC1 (tetrahydrofuran). Run at temperature 0 celsius. Yields the product C(C1=CC=CC=C1)N1CC2=C(CC1)OC=C2 (5-Benzyl-4,5,6,7-tetrahydro-furo[3,2-c]pyridine). Reaction SMILES: Cl[CH2:2][CH2:3][N:4]([CH2:11][C:12]1[CH:17]=[CH:16][CH:15]=[CH:14][CH:13]=1)[CH2:5][C:6]1[CH:10]=[CH:9][O:8][CH:7]=1.CCCCCC.C([Li])CCC.[OH-].[Na+]>O1CCCC1>[CH2:11]([N:4]1[CH2:3][CH2:2][C:7]2[O:8][CH:9]=[CH:10][C:6]=2[CH2:5]1)[C:12]1[CH:17]=[CH:16][CH:15]=[CH:14][CH:13]=1 |f:1.2,3.4|. Reported procedure: 2-(Benzyl-(3-furylmethyl)amino)ethanol (6.5 g, 28 mmol), triethylamine (5.9 ml, 42 mmol), 4-dimethylaminopyridine (250 mg, 2.1 mmol) and tosyl chloride (6.4 g, 34 mmol) were stirred at room temperature for 17 hours in dichloromethane (260 ml). The reaction solution was mixed with dichloromethane, washed with water and saturated brine and then dried with anhydrous magnesium sulfate. The solvent was removed by evaporation from the organic layer under a reduced pressure, and the thus obtained mater... Starting materials: [N+](=O)(O)[O-] (nitric acid), COC1=CC=C(CCBr)C=C1 (4-methoxyphenethyl bromide), [N+](=O)(O)[O-] (nitric acid). Solvent: FC(C(=O)O)(F)F (trifluoroacetic acid), FC(C(=O)O)(F)F (trifluoroacetic acid). Reaction conditions: temperature 0 celsius, time 2 hour. The product is BrCCC1=CC(=C(C=C1)OC)[N+](=O)[O-] (4-(2-bromoethyl)-1-methoxy-2-nitrobenzene). RXN SMILES: [CH3:1][O:2][C:3]1[CH:11]=[CH:10][C:6]([CH2:7][CH2:8][Br:9])=[CH:5][CH:4]=1.[N+:12]([O-])([OH:14])=[O:13]>FC(F)(F)C(O)=O>[Br:9][CH2:8][CH2:7][C:6]1[CH:10]=[CH:11][C:3]([O:2][CH3:1])=[C:4]([N+:12]([O-:14])=[O:13])[CH:5]=1. Procedure: Into a 500 mL pear flask was charged 4-methoxyphenethyl bromide (0.727 ml, 4.65 mmol) in trifluoroacetic acid (9.30 ml). The solution was cooled to 0° C. In a 50 mL Erlenmeyer flask was added nitric acid (0.231 ml, 4.65 mmol) and trifluoroacetic acid (2.0 mL). The nitric acid solution was added to the reaction dropwise via syringe. The reaction was stirred at room temperature for 2 hours. The solvent was removed on a rotovap and the residue taken up into ethyl acetate. The reaction was washed wi... The reactants are ClC1=C2C=CN(C2=CC=C1)C (4-chloro-1-methyl 1H-indole), C (charcoal), CO (methanol). Yields the product Cl.CN1C=CC2=C(C=CC=C12)C1(CNCCC1)O (3-(1-methyl-1H-indole-4-yl)-3-piperidinol hydrochloride). Reaction SMILES: [Cl:1][C:2]1[CH:10]=[CH:9][CH:8]=[C:7]2[C:3]=1[CH:4]=[CH:5][N:6]2C.[CH4:12].[CH3:13][OH:14]>>[ClH:1].[CH3:12][N:6]1[C:7]2[C:3](=[C:2]([C:13]3([OH:14])[CH2:3][CH2:4][CH2:5][NH:6][CH2:7]3)[CH:10]=[CH:9][CH:8]=2)[CH:4]=[CH:5]1 |f:3.4|. Reported procedure: 50 g of hydrochloride of Step A in 1.5 liters of methanol was hydrogenated at 40° C. in the presence of 15 g of palladized active charcoal. The mixture was then cooled and the catalyst was filtered off. The filtrate was distilled to dryness under vacuum to obtain 37 g of 3-(1-methyl-1H-indole-4-yl)-3-piperidinol hydrochloride with an Rf=0.3 [Support: silica--Eluant: chloroform-methanol-triethylamine (6:3:1)]. Reactants: C(C)(C)(C)[Li] (tert-Butyllithium), BrC1=CC2=CC=C(C=C2C=C1)OC (2-bromo-6-methoxynaphthalene), C1CO1 (ethylene oxide), [NH4+].[Cl-] (NH4Cl). Solvent: C1CCOC1 (THF), CCOCC (ether), C1CCOC1 (THF). Reaction conditions: time 30 minute. Yields the product COC=1C=C2C=CC(=CC2=CC1)CCO (2-(6-methoxynaphthalen-2-yl)ethanol). Isolated yield 53.0%. Reaction SMILES: C([Li])(C)(C)C.Br[C:7]1[CH:16]=[CH:15][C:14]2[C:9](=[CH:10][CH:11]=[C:12]([O:17][CH3:18])[CH:13]=2)[CH:8]=1.[CH2:19]1[O:21][CH2:20]1.[NH4+].[Cl-]>C1COCC1.CCOCC>[CH3:18][O:17][C:12]1[CH:13]=[C:14]2[C:9](=[CH:10][CH:11]=1)[CH:8]=[C:7]([CH2:19][CH2:20][OH:21])[CH:16]=[CH:15]2 |f:3.4|. Reported procedure: tert-Butyllithium (5.2 mL, 8.84 mmol, 1.7 M/pentane) was added to a −78° C. solution of 2-bromo-6-methoxynaphthalene (1.0471 g, 4.42 mmol) in THF (10 mL)/ether (10 mL). After 30 minutes, a solution of ethylene oxide in THF (2 mL, 23 mmol, 0.5 g/mL) was added and the reaction was allowed to warm to room temperature. After overnight stirring, 30 mL saturated NH4Cl solution was added and the resulting mixture was extracted with ethyl acetate (3×30 mL). The combined organic solution was then dried (... Reactants: C[Si](C)(C)C#CC=1C=C(C=CC1)C1=NC=NC=2C3=C(C=CC12)C1=C(NC=N1)C=C3 (6-(m-trimethylsilylethynylphenyl)benzimidazoquinazoline), C([O-])([O-])=O.[K+].[K+] (potassium carbonate). Run in CO (methanol). Yields the product C(#C)C=1C=C(C=CC1)C1=NC=NC=2C3=C(C=CC12)C1=C(NC=N1)C=C3 (6-(m-Ethynylphenyl)benzimidazoquinazoline). Reaction SMILES: C[Si]([C:5]#[C:6][C:7]1[CH:8]=[C:9]([C:13]2[C:22]3[CH:21]=[CH:20][C:19]4[C:23]5[N:27]=[CH:26][NH:25][C:24]=5[CH:28]=[CH:29][C:18]=4[C:17]=3[N:16]=[CH:15][N:14]=2)[CH:10]=[CH:11][CH:12]=1)(C)C.C(=O)([O-])[O-].[K+].[K+]>CO>[C:6]([C:7]1[CH:8]=[C:9]([C:13]2[C:22]3[CH:21]=[CH:20][C:19]4[C:23]5[N:27]=[CH:26][NH:25][C:24]=5[CH:28]=[CH:29][C:18]=4[C:17]=3[N:16]=[CH:15][N:14]=2)[CH:10]=[CH:11][CH:12]=1)#[CH:5] |f:1.2.3|. Reported procedure: A slurry of 2.00 g (5.12 mmoles) of 6-(m-trimethylsilylethynylphenyl)benzimidazoquinazoline and 200 mg of anhydrous potassium carbonate in 100 ml of anhydrous methanol was stirred at 25° for 3 hours. The solvent was removed and the residue was dissolved in 100 ml of chloroform, washed with 100 ml of 5% hydrochloric acid and then with 100 ml of water. The organic phase was dried over magnesium sulfate and concentrated to give a yellow solid which was recrystallized from ether-hexane. Yield: 1.55 ...